The task is: describe an organic reaction: reactants, conditions, products, and yield. This data is from the Open Reaction Database (ORD), a public repository of structured organic reaction records. The reactants are [Sn] (tin), [N+](=O)([O-])C=1SC=CC1 (2-nitrothiophene), Cl (hydrochloric acid), CCOC(CC(OCC)OCC)OCC (malonaldehyde bis(diethyl acetal)), [Sn] (tin), N.O (NH3.H2O). Reagents/catalysts: [Cl-].[Cl-].[Zn+2] (ZnCl2). The solvent is CCO (EtOH), CCO (EtOH). Reaction conditions: temperature 85 celsius. Product: S1C=CC=2C1=NC=CC2 (Thieno[2,3-b]pyridine). As a reaction SMILES: [N+:1]([C:4]1[S:5][CH:6]=[CH:7][CH:8]=1)([O-])=O.Cl.[Sn].CCO[CH:14](OCC)[CH2:15][CH:16](OCC)OCC.N.O>CCO.[Cl-].[Cl-].[Zn+2]>[S:5]1[C:4]2=[N:1][CH:14]=[CH:15][CH:16]=[C:8]2[CH:7]=[CH:6]1 |f:4.5,7.8.9,^3:9|. Procedure details: To a vigorously stirred mixture of 2-nitrothiophene (J-1) (13 g, 0.1 mol) and concentrated hydrochloric acid (195 mL) was added tin (25 g) at 0° C. After most of the tin was dissolved, EtOH (70 mL) and anhydrous ZnCl2 (6 g) were added. The mixture was heated to 85° C., and then treated with malonaldehyde bis(diethyl acetal) (17.2 g, 0.078 mol) in EtOH (30 mL). The resulting reaction was maintained at 85° C. for 1 h, then poured onto ice (100 g), basified with NH3.H2O, and extracted with DCM (75 ... Reactants: ClC1=C(C(=O)O)C=CC=C1Cl (2,3-dichlorobenzoic acid), CN1N=CC(=C1)C(CN)C1CCOCC1 (2-(1-methyl-1H-pyrazol-4-yl)-2-(tetrahydro-2H-pyran-4-yl)ethanamine). Yields the product ClC1=C(C(=O)NCC(C2CCOCC2)C=2C=NN(C2)C)C=CC=C1Cl (2,3-Dichloro-N-(2-(1-methyl-1H-pyrazol-4-yl)-2-(tetrahydro-2H-pyran-4-yl)ethyl)benzamide). RXN SMILES: [Cl:1][C:2]1[C:10]([Cl:11])=[CH:9][CH:8]=[CH:7][C:3]=1[C:4]([OH:6])=O.[CH3:12][N:13]1[CH:17]=[C:16]([CH:18]([CH:21]2[CH2:26][CH2:25][O:24][CH2:23][CH2:22]2)[CH2:19][NH2:20])[CH:15]=[N:14]1>>[Cl:1][C:2]1[C:10]([Cl:11])=[CH:9][CH:8]=[CH:7][C:3]=1[C:4]([NH:20][CH2:19][CH:18]([C:16]1[CH:15]=[N:14][N:13]([CH3:12])[CH:17]=1)[CH:21]1[CH2:22][CH2:23][O:24][CH2:25][CH2:26]1)=[O:6]. Procedure details: From 2,3-dichlorobenzoic acid and 2-(1-methyl-1H-pyrazol-4-yl)-2-(tetrahydro-2H-pyran-4-yl)ethanamine. LCMS (MH+): m/z=382.0, tR (minutes, Method E)=0.52 The reactants are O=S1(N(CCCC1)C1=C2C=CC=NC2=C(C(=N1)C#N)O)=O (5-(1,1-dioxido-1,2-thiazinan-2-yl)-8-hydroxy-1,6-naphthyridine-7-carbonitrile), FC1=CC=C(C=C1)CC(=O)NN (2-(4-fluorophenyl)acetic hydrazide). Product: O=S1(N(CCCC1)C1=C2C=CC=NC2=C(C(=N1)C1=NN=C(N1)CC1=CC=C(C=C1)F)O)=O (5-(1,1-Dioxido-1,2-thiazinan-2-yl)-7-[5-(4-fluorobenzyl)-4H-1,2,4-triazol-3-yl]-1,6-naphthyridin-8-ol), solid. The yield is 31.0%. As a reaction SMILES: [O:1]=[S:2]1(=[O:21])[CH2:7][CH2:6][CH2:5][CH2:4][N:3]1[C:8]1[N:17]=[C:16]([C:18]#[N:19])[C:15]([OH:20])=[C:14]2[C:9]=1[CH:10]=[CH:11][CH:12]=[N:13]2.[F:22][C:23]1[CH:28]=[CH:27][C:26]([CH2:29][C:30]([NH:32][NH2:33])=O)=[CH:25][CH:24]=1>>[O:21]=[S:2]1(=[O:1])[CH2:7][CH2:6][CH2:5][CH2:4][N:3]1[C:8]1[N:17]=[C:16]([C:18]2[NH:19][C:30]([CH2:29][C:26]3[CH:27]=[CH:28][C:23]([F:22])=[CH:24][CH:25]=3)=[N:32][N:33]=2)[C:15]([OH:20])=[C:14]2[C:9]=1[CH:10]=[CH:11][CH:12]=[N:13]2. Reported procedure: The title compound was prepared in a similar manner to that described in example 3 from 5-(1,1-dioxido-1,2-thiazinan-2-yl)-8-hydroxy-1,6-naphthyridine-7-carbonitrile (12 mg, 0.04 mmol) and 2-(4-fluorophenyl)acetic hydrazide (33 mg, 0.20 mmol) to give a white solid (6 mg, 31%). 1H NMR (CDCl3/CD3OD): δ 9.13 (m, 1 H), 8.56 (d, J=8.4 Hz, 1 H), 7.63 (dd, J=8.4, 4.0 Hz, 1 H), 7.32 (dd, J=8.4, 5.6 Hz, 2 H), 6.99 (t, J=8.4 Hz, 2 H), 4.17 (s, 2 H), 3.90 (m, 1 H), 3.77 (m, 1 H), 3.52 (m, 1 H), 3.32 (m, 1 ... Starting materials: FC(CO)F (2,2-difluoroethanol), [H-].[Na+] (Sodium hydride), suspension, Cl (hydrochloric acid), FC1=C(C(=CC=C1)C(F)(F)F)S(=O)(=O)NC1=NN2C(=NC=C(C2=N1)OC)OC (2-fluoro-6-trifluoromethyl-N-(5, 8-di-methoxy[ 1,2,4]triazolo[1,5-c]pyrimidin-2-yl)benzenesulfonamide). Conditions: temperature 10 celsius. Product: FC(COC1=C(C(=CC=C1)C(F)(F)F)S(=O)(=O)NC1=NN2C(=NC=C(C2=N1)OC)OC)F (2-(2,2-Difluoroethoxy)-6-trifluoromethyl-N-(5, 8-dimethoxy[1,2,4]triazolo[1,5-c]pyrimidin-2-yl)benzenesulfonamide). Isolated yield 83.0%. As a reaction SMILES: [H-].[Na+].F[C:4]1[CH:9]=[CH:8][CH:7]=[C:6]([C:10]([F:13])([F:12])[F:11])[C:5]=1[S:14]([NH:17][C:18]1[N:26]=[C:25]2[N:20]([C:21]([O:29][CH3:30])=[N:22][CH:23]=[C:24]2[O:27][CH3:28])[N:19]=1)(=[O:16])=[O:15].[F:31][CH:32]([F:35])[CH2:33][OH:34].Cl>>[F:31][CH:32]([F:35])[CH2:33][O:34][C:4]1[CH:9]=[CH:8][CH:7]=[C:6]([C:10]([F:11])([F:12])[F:13])[C:5]=1[S:14]([NH:17][C:18]1[N:26]=[C:25]2[N:20]([C:21]([O:29][CH3:30])=[N:22][CH:23]=[C:24]2[O:27][CH3:28])[N:19]=1)(=[O:16])=[O:15] |f:0.1|. Procedure: Sodium hydride (1.21 g, 30 mmol, as a 60% suspension in mineral oil) was charged into a round bottom flask equipped with magnetic stirring and a nitrogen blanket, washed twice with 10 mL hexanes, dried of residual hexanes under a nitrogen stream, and suspended in 1,2-dimethoxyethane (20 mL). After cooling in an ice bath to about 10° C., 2-fluoro-6-trifluoromethyl-N-(5, 8-di-methoxy[ 1,2,4]triazolo[1,5-c]pyrimidin-2-yl)benzenesulfonamide (4.21 g, about 98.5% purity, 10 mmol) was added over about ... Starting materials: C(=O)N[C@H]1[C@@H]2N(C(=C(CS2)OS(=O)(=O)C)C(=O)OC(C2=CC=CC=C2)C2=CC=CC=C2)C1=O (diphenylmethyl 7β-formamido-3-methanesulfonyloxy-3-cephem-4-carboxylate), SCC1=CC=NC=C1 (4-(mercaptomethyl)pyridine), ice water, C(C)(C)N(C(C)C)CC (N,N-diisopropylethylamine). The solvent is CN(C)C=O (DMF). Conditions: time 1.9 hour. Product: C(=O)N[C@H]1[C@@H]2N(C(=C(CS2)SCC2=CC=NC=C2)C(=O)OC(C2=CC=CC=C2)C2=CC=CC=C2)C1=O (diphenylmethyl 7β-formamido-3-[(4-pyridyl)methylthio]-3-cephem-4-carboxylate). The yield is 88.4%. Reaction SMILES: [CH:1]([NH:3][C@@H:4]1[C:32](=[O:33])[N:6]2[C:7]([C:16]([O:18][CH:19]([C:26]3[CH:31]=[CH:30][CH:29]=[CH:28][CH:27]=3)[C:20]3[CH:25]=[CH:24][CH:23]=[CH:22][CH:21]=3)=[O:17])=[C:8](OS(C)(=O)=O)[CH2:9][S:10][C@H:5]12)=[O:2].[SH:34][CH2:35][C:36]1[CH:41]=[CH:40][N:39]=[CH:38][CH:37]=1.C(N(CC)C(C)C)(C)C>CN(C=O)C>[CH:1]([NH:3][C@@H:4]1[C:32](=[O:33])[N:6]2[C:7]([C:16]([O:18][CH:19]([C:20]3[CH:25]=[CH:24][CH:23]=[CH:22][CH:21]=3)[C:26]3[CH:31]=[CH:30][CH:29]=[CH:28][CH:27]=3)=[O:17])=[C:8]([S:34][CH2:35][C:36]3[CH:41]=[CH:40][N:39]=[CH:38][CH:37]=3)[CH2:9][S:10][C@H:5]12)=[O:2]. Procedure: To a solution of diphenylmethyl 7β-formamido-3-methanesulfonyloxy-3-cephem-4-carboxylate (14.66 g, 30 m mol) in DMF (103 ml) was added 4-(mercaptomethyl)pyridine (4.13 g, 33 m mol) at −20° C., followed by dropwise addition of N,N-diisopropylethylamine (3.88 g, 30 m mol). The mixture was stirred at the same temperature for 1.9 hours and poured into ice water (500 ml). The resulting precipitates were collected by filtration and washed with water. The powder was dissolved in THF, and ethyl acetate ... The reactants are [OH-].[Na+] (NaOH), C(=O)(O)CN1CCN(CCN(CCNCC1)CC(=O)O)CC(=O)O (1,4,7,-triscarboxymethyl-1,4,7,10-tetraazacyclododecane), C(C=C)#N (acrylonitrile). Run in O (water). Run at time 8 hour. Product: C(=O)(O)CN1CCN(CCN(CCN(CC1)CCC#N)CC(=O)O)CC(=O)O (1,4,7-Triscarboxymethyl-10-(2'-cyanoethyl)-1,4,7,10-tetraazacyclododecane). RXN SMILES: [C:1]([CH2:4][N:5]1[CH2:16][CH2:15][NH:14][CH2:13][CH2:12][N:11]([CH2:17][C:18]([OH:20])=[O:19])[CH2:10][CH2:9][N:8]([CH2:21][C:22]([OH:24])=[O:23])[CH2:7][CH2:6]1)([OH:3])=[O:2].[OH-].[Na+].[C:27](#[N:30])[CH:28]=[CH2:29]>O>[C:1]([CH2:4][N:5]1[CH2:16][CH2:15][N:14]([CH2:29][CH2:28][C:27]#[N:30])[CH2:13][CH2:12][N:11]([CH2:17][C:18]([OH:20])=[O:19])[CH2:10][CH2:9][N:8]([CH2:21][C:22]([OH:24])=[O:23])[CH2:7][CH2:6]1)([OH:3])=[O:2] |f:1.2|. Reported procedure: Into a 50 ml round bottom flask was placed 5.22 g (0.0151 mol) of 1,4,7,-triscarboxymethyl-1,4,7,10-tetraazacyclododecane (DO3A) and dissolved in 21 ml of water. The pH of the solution was raised to 8.28 with 6N NaOH. Then 1.35 ml (1.09 g, 0.0205 mol) of acrylonitrile was added and the reaction allowed to stir overnight at room temperature. The reaction is then concentrate in vacuo, and then re-dissolved in methanol and concentrated in vacuo. Reactants: CN (methyl amine), FC(C=1C=C(C=CC1)C1=NSC(=C1N)C(=O)OCC)(F)F (ethyl 3-(3-trifluoromethylphenyl)-4-amino-5-isothiazolecarboxylate), amide. The solvent is CO (methanol). Conditions: time 30 minute. The product is CNC(=O)C1=C(C(=NS1)C1=CC(=CC=C1)C(F)(F)F)N (N-methyl 3-(3-trifluoromethylphenyl)-4-amino-5-isothiazolecarboxamide). RXN SMILES: [CH3:1][NH2:2].[F:3][C:4]([F:23])([F:22])[C:5]1[CH:6]=[C:7]([C:11]2[C:15]([NH2:16])=[C:14]([C:17](OCC)=[O:18])[S:13][N:12]=2)[CH:8]=[CH:9][CH:10]=1>CO>[CH3:1][NH:2][C:17]([C:14]1[S:13][N:12]=[C:11]([C:7]2[CH:8]=[CH:9][CH:10]=[C:5]([C:4]([F:23])([F:22])[F:3])[CH:6]=2)[C:15]=1[NH2:16])=[O:18]. Procedure details: One hundred ml. of methanol were saturated with gaseous methyl amine. Two grams of ethyl 3-(3-trifluoromethylphenyl)-4-amino-5-isothiazolecarboxylate were added. The reaction mixture was stirred at ambient temperature for about 30 minutes and was then heated to refluxing temperature for about 30 minutes. TLC indicated some amide had formed. Gaseous methylamine was bubbled through the refluxing reaction mixture for about 4 additional hours, at which time TLC indicated starting material was no lon... Reactants: N1[C@H](C(=O)O)CCC1 (L-proline), C(C1=CC=CC=C1)(C1=CC=CC=C1)(C1=CC=CC=C1)SCCC(=O)Cl (S-trityl-3-mercaptopropionyl chloride), Cl (HCl), Congo red. Solvent: [OH-].[Na+] (NaOH). Yields the product C(C1=CC=CC=C1)(C1=CC=CC=C1)(C1=CC=CC=C1)SCCC(=O)N1[C@H](C(=O)O)CCC1 (S-Trityl-3-Mercaptopropanoyl-L-proline). Isolated yield 71.8%. As a reaction SMILES: [NH:1]1[CH2:8][CH2:7][CH2:6][C@H:2]1[C:3]([OH:5])=[O:4].[C:9]([S:28][CH2:29][CH2:30][C:31](Cl)=[O:32])([C:22]1[CH:27]=[CH:26][CH:25]=[CH:24][CH:23]=1)([C:16]1[CH:21]=[CH:20][CH:19]=[CH:18][CH:17]=1)[C:10]1[CH:15]=[CH:14][CH:13]=[CH:12][CH:11]=1.Cl>[OH-].[Na+]>[C:9]([S:28][CH2:29][CH2:30][C:31]([N:1]1[CH2:8][CH2:7][CH2:6][C@H:2]1[C:3]([OH:5])=[O:4])=[O:32])([C:16]1[CH:17]=[CH:18][CH:19]=[CH:20][CH:21]=1)([C:22]1[CH:27]=[CH:26][CH:25]=[CH:24][CH:23]=1)[C:10]1[CH:15]=[CH:14][CH:13]=[CH:12][CH:11]=1 |f:3.4|. Procedure: A solution of 1.51 g (0.01 mole) of L-proline in 20 mls of 2N NoOH is chilled in an icebath and treated with a total of 4.03 g (0.011 mol) of S-trityl-3-mercaptopropionyl chloride and 20 ml of 2N NaOH in 5 equal and alternate portions with vigorous intermittent shaking and cooling in an ice bath. The solution is kept at an alkaline pH by the addition of more alkali when necessary. Upon completion of the addition of the reagents, the reaction mixture is stirred for an additional 15 min. at room t...